This data is from the Open Reaction Database (ORD), a public repository of structured organic reaction records. The task is: describe an organic reaction: reactants, conditions, products, and yield Reactants: CCOC(=O)C (EtOAc), C=C(C)OC(NC1=C(C=CC(=C1)C=1C(=NC2=CC(=NC=C2C1)N(C)CC1=CC=C(C=C1)OC)C)F)=O (prop-1-en-2-yl(2-fluoro-5-(7-((4-methoxybenzyl)(methyl)amino)-2-methyl-1,6-naphthyridin-3-yl)phenyl)carbamate), CC(CCN)(C)C (3,3-dimethylbutylamine), C1CCC2=NCCCN2CC1 (DBU). Solvent: O1CCOCC1 (dioxane). Conditions: temperature 80 celsius. Yields the product CC(CCNC(=O)NC1=C(C=CC(=C1)C=1C(=NC2=CC(=NC=C2C1)N(C)CC1=CC=C(C=C1)OC)C)F)(C)C (1-(3,3-dimethylbutyl)-3-(2-fluoro-5-(7-((4-methoxybenzyl)(methyl)amino)-2-methyl-1,6-naphthyridin-3-yl)phenyl)urea). Yield: 85.4%. RXN SMILES: C=C([O:4][C:5](=O)[NH:6][C:7]1[CH:12]=[C:11]([C:13]2[C:14]([CH3:34])=[N:15][C:16]3[C:21]([CH:22]=2)=[CH:20][N:19]=[C:18]([N:23]([CH2:25][C:26]2[CH:31]=[CH:30][C:29]([O:32][CH3:33])=[CH:28][CH:27]=2)[CH3:24])[CH:17]=3)[CH:10]=[CH:9][C:8]=1[F:35])C.[CH3:37][C:38]([CH3:43])([CH3:42])[CH2:39][CH2:40][NH2:41].C1CCN2C(=NCCC2)CC1.CCOC(C)=O>O1CCOCC1>[CH3:37][C:38]([CH3:43])([CH3:42])[CH2:39][CH2:40][NH:41][C:5]([NH:6][C:7]1[CH:12]=[C:11]([C:13]2[C:14]([CH3:34])=[N:15][C:16]3[C:21]([CH:22]=2)=[CH:20][N:19]=[C:18]([N:23]([CH2:25][C:26]2[CH:27]=[CH:28][C:29]([O:32][CH3:33])=[CH:30][CH:31]=2)[CH3:24])[CH:17]=3)[CH:10]=[CH:9][C:8]=1[F:35])=[O:4]. Reported procedure: Treat a solution of prop-1-en-2-yl(2-fluoro-5-(7-((4-methoxybenzyl)(methyl)amino)-2-methyl-1,6-naphthyridin-3-yl)phenyl)carbamate (0.398 g, 0.818 mmol) and 3,3-dimethylbutylamine (0.166 g, 1.636 mmol) in dioxane (10 mL) with DBU (0.025 ml, 0.164 mmol) and heat at 80° C. overnight. Cool to RT, add EtOAc and wash with 10% LiCl, then brine. Dry the organic layer over MgSO4, concentrate to dryness and purify via silica gel chromatography (EtOAc/Hex) to afford the title compound (370 mg, 85%). 1H NMR... The reactants are C(C)OC(C1=CC(=C(C=C1)Br)C)=O (4-Bromo-3-methyl-benzoic acid ethyl ester), BrN1C(CCC1=O)=O (N-bromosuccinimide), C(C1=CC=CC=C1)(=O)OOC(C1=CC=CC=C1)=O (benzoyl peroxide). Solvent: C(Cl)(Cl)(Cl)Cl (CCl4). Reaction conditions: temperature 80 celsius, time 6 hour. The product is C(C)OC(C1=CC(=C(C=C1)Br)CBr)=O (4-bromo-3-bromomethyl-benzoic acid ethyl ester). As a reaction SMILES: [CH2:1]([O:3][C:4](=[O:13])[C:5]1[CH:10]=[CH:9][C:8]([Br:11])=[C:7]([CH3:12])[CH:6]=1)[CH3:2].[Br:14]N1C(=O)CCC1=O.C(OOC(=O)C1C=CC=CC=1)(=O)C1C=CC=CC=1>C(Cl)(Cl)(Cl)Cl>[CH2:1]([O:3][C:4](=[O:13])[C:5]1[CH:10]=[CH:9][C:8]([Br:11])=[C:7]([CH2:12][Br:14])[CH:6]=1)[CH3:2]. Procedure: 4-Bromo-3-methyl-benzoic acid ethyl ester (18.24 g, 75.4 mmol), N-bromosuccinimide (14.1 g, 79.2 mmol), and benzoyl peroxide (0.9 g, 3.77 mmol) were combined in CCl4, and the reaction was heated to 80° C. and stirred with a halogen desk lamp shining on it for 6 hours. The mixture was concentrated and partitioned between CH2Cl2 and H2O. The organic layer was separated and washed with H2O and brine, and then dried and concentrated. The residue was triturated with hexane (3×50 mL) and dried to give... Starting materials: FC1=CC=C(C(C(=O)O)=C1)O (5-fluorosalicylic acid), [H-].[Al+3].[Li+].[H-].[H-].[H-] (lithium aluminum hydride), [H-] (hydride), O.O.O.O.O.O.O.O.O.O.S(=O)(=O)([O-])[O-].[Na+].[Na+] (sodium sulfate decahydrate). The solvent is O1CCCC1 (tetrahydrofuran), O1CCCC1 (tetrahydrofuran). Product: FC=1C=CC(=C(CO)C1)O (5-Fluoro-2-hydroxybenzyl alcohol). Isolated yield 95.3%. Reaction SMILES: [H-].[Al+3].[Li+].[H-].[H-].[H-].[F:7][C:8]1[CH:16]=[C:12]([C:13](O)=[O:14])[C:11]([OH:17])=[CH:10][CH:9]=1.O.O.O.O.O.O.O.O.O.O.S([O-])([O-])(=O)=O.[Na+].[Na+].[H-]>O1CCCC1>[F:7][C:8]1[CH:9]=[CH:10][C:11]([OH:17])=[C:12]([CH:16]=1)[CH2:13][OH:14] |f:0.1.2.3.4.5,7.8.9.10.11.12.13.14.15.16.17.18.19|. Procedure details: 1.98 g of lithium aluminum hydride were added to 50 ml of tetrahydrofuran, and a solution of 5.44 g of 5-fluorosalicylic acid in 50 ml of tetrahydrofuran was then added dropwise at room temperature to the resulting solution. The resulting mixture was then heated under reflux for 1 hour. At the end of this time, it was cooled, and sodium sulfate decahydrate was added in order to decompose any excess hydride. Insoluble substances were removed by filtration. The filtrate was concentrated by evapora... Reactants: COc1ccc(CCC(O)CN2CCN(CC(=O)Nc3c(C)cccc3C)CC2)cc1, COc1ccc(CCl)cc1, FC(F)(F)c1ccc(CCl)cc1. Product: Cc1cccc(C)c1NC(=O)CN1CCN(CC(O)CCc2ccc(C(F)(F)F)cc2)CC1. RXN SMILES: [CH3:1][c:2]1[c:3]([NH:9][C:10]([CH2:11][N:12]2[CH2:13][CH2:14][N:15]([CH2:18][CH:19]([CH2:20][CH2:21][c:22]3[cH:23][cH:24][c:25]([O:28][CH3:29])[cH:26][cH:27]3)[OH:30])[CH2:16][CH2:17]2)=[O:31])[c:4]([CH3:8])[cH:5][cH:6][cH:7]1.[CH3:44][O:45][c:46]1[cH:47][cH:48][c:49]([CH2:50][Cl:51])[cH:52][cH:53]1.[F:32][C:33]([c:34]1[cH:35][cH:36][c:37]([CH2:38][Cl:39])[cH:40][cH:41]1)([F:42])[F:43]>>[CH3:1][c:2]1[c:3]([NH:9][C:10]([CH2:11][N:12]2[CH2:13][CH2:14][N:15]([CH2:18][CH:19]([CH2:20][CH2:21][c:22]3[cH:23][cH:24][c:25]([C:33]([F:32])([F:42])[F:43])[cH:26][cH:27]3)[OH:30])[CH2:16][CH2:17]2)=[O:31])[c:4]([CH3:8])[cH:5][cH:6][cH:7]1. Reactants: F[B-](F)(F)F.BrC=1C(=C(C=C(C1F)F)[N+]#N)Cl (3-Bromo-2-chloro-4,5-difluorobenzenediazonium tetrafluoroborate), cuprous cyanide, [C-]#N.[K+] (potassium cyanide), C([O-])([O-])=O.[Na+].[Na+] (sodium carbonate), C1=CC=CC=C1 (benzene). Solvent: O (water). Yields the product BrC=1C(=C(C#N)C=C(C1F)F)Cl (3-Bromo-2-chloro-4,5-difluorobenzonitrile). Isolated yield 41.4%. RXN SMILES: F[B-](F)(F)F.[Br:6][C:7]1[C:8]([Cl:17])=[C:9]([N+]#N)[CH:10]=[C:11]([F:14])[C:12]=1[F:13].[C-:18]#[N:19].[K+].C(=O)([O-])[O-].[Na+].[Na+].C1C=CC=CC=1>O>[Br:6][C:7]1[C:8]([Cl:17])=[C:9]([CH:10]=[C:11]([F:14])[C:12]=1[F:13])[C:18]#[N:19] |f:0.1,2.3,4.5.6|. Reported procedure: 3-Bromo-2-chloro-4,5-difluorobenzenediazonium tetrafluoroborate (35.6 g) was added portionwise during 40 minutes to a solution of cuprous cyanide (18.67 g), potassium cyanide (27.14 g) and sodium carbonate (5.52 g) in water (200 ml) with stirring vigorously at room temperature. After the mixture was stirred for 4.5 hours, benzene (250 ml) was added to the suspension and then the mixture was stirred for 25 minutes. The insoluble materials were collected by filtration, and washed with benzene. The... Reactants: ClC=1C=CC(=C(C(=O)NCC2CCOC3=CC(=C(C=C23)S(N)(=O)=O)OC)C1)OC (4-(5Chloro-2-methoxybenzamidomethyl)-6-sulfamoyl-7-methoxychroman), C(CC)NC(C(Cl)(Cl)Cl)=O (N-(n-propyl)trichloroacetamide). Product: ClC=1C=CC(=C(C(=O)NCC2CCOC3=CC(=C(C=C23)S(=O)(=O)NC(=O)NCCC)OC)C1)OC (4-(5-Chloro-2-methoxybenzamidomethyl)-6-(n-propylaminocarbonyl-aminosulfonyl)-7-methoxychroman). As a reaction SMILES: [Cl:1][C:2]1[CH:3]=[CH:4][C:5]([O:28][CH3:29])=[C:6]([CH:27]=1)[C:7]([NH:9][CH2:10][CH:11]1[C:20]2[C:15](=[CH:16][C:17]([O:25][CH3:26])=[C:18]([S:21](=[O:24])(=[O:23])[NH2:22])[CH:19]=2)[O:14][CH2:13][CH2:12]1)=[O:8].[CH2:30]([NH:33][C:34](=[O:39])C(Cl)(Cl)Cl)[CH2:31][CH3:32]>>[Cl:1][C:2]1[CH:3]=[CH:4][C:5]([O:28][CH3:29])=[C:6]([CH:27]=1)[C:7]([NH:9][CH2:10][CH:11]1[C:20]2[C:15](=[CH:16][C:17]([O:25][CH3:26])=[C:18]([S:21]([NH:22][C:34]([NH:33][CH2:30][CH2:31][CH3:32])=[O:39])(=[O:23])=[O:24])[CH:19]=2)[O:14][CH2:13][CH2:12]1)=[O:8]. Reported procedure: 4-(5-Chloro-2-methoxybenzamidomethyl)-6-(n-propylaminocarbonyl-aminosulfonyl)-7-methoxychroman ##STR33## 4-(5-Chloro-2-methoxybenzamidomethyl)-6-(n-propylaminocarbonylaminosulfonyl)-7methoxychroman is prepared analogously to Example 1 from 4-(5Chloro-2-methoxybenzamidomethyl)-6-sulfamoyl-7-methoxychroman and N-(n-propyl)trichloroacetamide. Melting point: 159°-160° C. The reactants are CC(C)(C)OC(=O)NCC1CN(c2ccc(C3=NNC(=O)CS3)c(F)c2)C(=O)O1, COc1ccc(P2(=S)SP(=S)(c3ccc(OC)cc3)S2)cc1, C1COCCO1. Yields the product CC(C)(C)OC(=O)NCC1CN(c2ccc(C3=NNC(=S)CS3)c(F)c2)C(=O)O1. As a reaction SMILES: [C:23]([CH3:24])([CH3:25])([CH3:26])[O:27][C:28]([NH:29][CH2:30][CH:31]1[CH2:32][N:33]([c:37]2[cH:38][c:39]([F:50])[c:40]([C:43]3=[N:48][NH:47][C:46](=[O:49])[CH2:45][S:44]3)[cH:41][cH:42]2)[C:34](=[O:36])[O:35]1)=[O:51].[CH3:1][O:2][c:3]1[cH:4][cH:5][c:6]([P:7]2(=[S:10])[S:8][P:9]([c:11]3[cH:12][cH:13][c:14]([O:15][CH3:16])[cH:17][cH:18]3)(=[S:19])[S:20]2)[cH:21][cH:22]1.[O:52]1[CH2:53][CH2:54][O:55][CH2:56][CH2:57]1>>[S:10]=[C:46]1[CH2:45][S:44][C:43]([c:40]2[c:39]([F:50])[cH:38][c:37]([N:33]3[CH2:32][CH:31]([CH2:30][NH:29][C:28]([O:27][C:23]([CH3:24])([CH3:25])[CH3:26])=[O:51])[O:35][C:34]3=[O:36])[cH:42][cH:41]2)=[N:48][NH:47]1. Reactants: O=C([O-])[O-], ClCC1CC1, [K+], [K+], COc1ccc(C=O)cc1O. Yields the product COc1ccc(C=O)cc1OCC1CC1. As a reaction SMILES: [C:17](=[O:18])([O-:19])[O-:20].[Cl:12][CH2:13][CH:14]1[CH2:15][CH2:16]1.[K+:21].[K+:22].[OH:1][c:2]1[cH:3][c:4]([CH:5]=[O:6])[cH:7][cH:8][c:9]1[O:10][CH3:11]>>[O:1]([c:2]1[cH:3][c:4]([CH:5]=[O:6])[cH:7][cH:8][c:9]1[O:10][CH3:11])[CH2:13][CH:14]1[CH2:15][CH2:16]1. Starting materials: ClCC=1C=CC2=C(CC(O2)=O)C1 (5-chloromethyl-3H-benzofuran-2-one), ClCC=1C=CC2=C(CC(O2)=O)C1 (5-chloromethyl-3H-benzofuran-2-one), C(C)O (ethanol). The reagents and catalysts are [Pd] (palladium). The solvent is C(C)O.C(C)(=O)OCC (ethanol ethyl acetate). Run at time 2 hour. The product is CC=1C=CC2=C(CC(O2)=O)C1 (5-methyl-3H-benzofuran-2-one). As a reaction SMILES: Cl[CH2:2][C:3]1[CH:4]=[CH:5][C:6]2[O:10][C:9](=[O:11])[CH2:8][C:7]=2[CH:12]=1.C(O)C>C(O)C.C(OCC)(=O)C.[Pd]>[CH3:2][C:3]1[CH:4]=[CH:5][C:6]2[O:10][C:9](=[O:11])[CH2:8][C:7]=2[CH:12]=1 |f:2.3|. Procedure: A solution of the product of Step 1, above (55) (10.89 mmol), in ethanol/ethyl acetate (23 ml/5 ml) was added to 10 ml ethanol over 10% palladium catalyst on carbon (100 mg). The mixture was hydrogenated on a Parr shaker at 45 psi for 2 hours. The reaction mixture was filtered through celite and the organics were concentrated to dryness to obtain the title compound (56).